Dataset: the Open Reaction Database (ORD), a public repository of structured organic reaction records. Task: describe an organic reaction: reactants, conditions, products, and yield The reactants are O=C([O-])O, ClCCl, C[N+]1([O-])CCOCC1, CCC[N+](CCC)(CCC)CCC, COCCC(=O)NC(c1cccc(C)c1)C(O)c1ccc2c(c1)n(C)c(=O)n2C1CCCC1, [Na+], O=[Ru](=O)(=O)[O-]. The product is COCCC(=O)NC(C(=O)c1ccc2c(c1)n(C)c(=O)n2C1CCCC1)c1cccc(C)c1. Reaction SMILES: [C:42](=[O:43])([OH:44])[O-:45].[CH2:47]([Cl:48])[Cl:49].[CH3:34][N+:35]1([O-:41])[CH2:36][CH2:37][O:38][CH2:39][CH2:40]1.[CH3:50][CH2:51][CH2:52][N+:53]([CH2:54][CH2:55][CH3:56])([CH2:57][CH2:58][CH3:59])[CH2:60][CH2:61][CH3:62].[CH:1]1([n:6]2[c:7](=[O:33])[n:8]([CH3:32])[c:9]3[c:10]2[cH:11][cH:12][c:13]([CH:15]([CH:16]([c:17]2[cH:18][c:19]([CH3:23])[cH:20][cH:21][cH:22]2)[NH:24][C:25]([CH2:26][CH2:27][O:28][CH3:29])=[O:30])[OH:31])[cH:14]3)[CH2:2][CH2:3][CH2:4][CH2:5]1.[Na+:46].[O:63]=[Ru:64](=[O:65])([O-:66])=[O:67]>>[CH:1]1([n:6]2[c:7](=[O:33])[n:8]([CH3:32])[c:9]3[c:10]2[cH:11][cH:12][c:13]([C:15]([CH:16]([c:17]2[cH:18][c:19]([CH3:23])[cH:20][cH:21][cH:22]2)[NH:24][C:25]([CH2:26][CH2:27][O:28][CH3:29])=[O:30])=[O:31])[cH:14]3)[CH2:2][CH2:3][CH2:4][CH2:5]1. Reactants: ClCCl, CCOC(C)=O, CCN(C(C)C)C(C)C, Nc1ccc(N2CCC(c3cccc(C(F)(F)F)c3)CC2)nc1, O=C(Cl)c1nc(-c2ccccc2)oc1C(F)(F)F. Product: O=C(Nc1ccc(N2CCC(c3cccc(C(F)(F)F)c3)CC2)nc1)c1nc(-c2ccccc2)oc1C(F)(F)F. Reaction SMILES: [CH2:51]([Cl:52])[Cl:53].[CH3:54][CH2:55][O:56][C:57](=[O:58])[CH3:59].[CH:24]([N:25]([CH:26]([CH3:27])[CH3:28])[CH2:29][CH3:30])([CH3:31])[CH3:32].[F:1][C:2]([c:3]1[cH:4][c:5]([CH:9]2[CH2:10][CH2:11][N:12]([c:15]3[n:16][cH:17][c:18]([NH2:21])[cH:19][cH:20]3)[CH2:13][CH2:14]2)[cH:6][cH:7][cH:8]1)([F:22])[F:23].[c:33]1(-[c:39]2[o:40][c:41]([C:47]([F:48])([F:49])[F:50])[c:42]([C:44](=[O:45])[Cl:46])[n:43]2)[cH:34][cH:35][cH:36][cH:37][cH:38]1>>[F:1][C:2]([c:3]1[cH:4][c:5]([CH:9]2[CH2:10][CH2:11][N:12]([c:15]3[n:16][cH:17][c:18]([NH:21][C:44]([c:42]4[c:41]([C:47]([F:48])([F:49])[F:50])[o:40][c:39](-[c:33]5[cH:34][cH:35][cH:36][cH:37][cH:38]5)[n:43]4)=[O:45])[cH:19][cH:20]3)[CH2:13][CH2:14]2)[cH:6][cH:7][cH:8]1)([F:22])[F:23]. The reactants are CC(CCCO)C1CC=C2C3=C(CCC21C)C1(C)CCC(O)C(C)(C)C1CC3, c1ccccc1. Reaction SMILES: [CH3:1][C:2]1([CH3:28])[CH:3]2[CH2:4][CH2:5][C:6]3=[C:20]([CH2:19][CH2:18][C:17]4([CH3:27])[C:7]3=[CH:8][CH2:9][CH:10]4[CH:11]([CH2:12][CH2:13][CH2:14][OH:15])[CH3:16])[C:21]2([CH3:26])[CH2:22][CH2:23][CH:24]1[OH:25].[cH:29]1[cH:30][cH:31][cH:32][cH:33][cH:34]1>>[CH3:1][C:2]1([CH3:28])[CH:3]2[CH2:4][CH2:5][C:6]3=[C:20]([CH2:19][CH2:18][C:17]4([CH3:27])[C:7]3=[CH:8][CH2:9][CH:10]4[CH:11]([CH2:12][CH2:13][CH:14]=[O:15])[CH3:16])[C:21]2([CH3:26])[CH2:22][CH2:23][CH:24]1[OH:25]. Product: CC(CCC=O)C1CC=C2C3=C(CCC21C)C1(C)CCC(O)C(C)(C)C1CC3. Starting materials: O=C1CCC(=O)N1Br, CC(=O)O, CC(C)Nc1ncccn1, O. The product is CC(C)Nc1ncc(Br)cn1. RXN SMILES: [Br:15][N:16]1[C:17](=[O:18])[CH2:19][CH2:20][C:21]1=[O:22].[CH3:1][C:2](=[O:3])[OH:4].[CH:5]([CH3:6])([CH3:7])[NH:8][c:9]1[n:10][cH:11][cH:12][cH:13][n:14]1.[OH2:23]>>[CH:5]([CH3:6])([CH3:7])[NH:8][c:9]1[n:10][cH:11][c:12]([Br:15])[cH:13][n:14]1. The reactants are ClC1=CC=C(C=C1)C1(OC(CC1)CCC)CBr (2-(4-chlorophenyl)-2-bromomethyl-5-prop-1-yltetrahydrofuran), CC(C)(CCC(=CC)C1=CC=C(C=C1)Cl)O (2-methyl-5-(4-chlorophenyl)hept-5-en-2-ol), BrBr (bromine), N1=CC=CC=C1 (pyridine). Solvent: ClCCl (dichloromethane). Yields the product ClC1=CC=C(C=C1)C1(OC(CC1)(C)C)C(C)Br (4-chlorophenyl-2-(1-bromoethyl)-5,5-dimethyltetrahydrofuran). Yield: 94.0%. As a reaction SMILES: ClC1C=CC(C2(C[Br:17])CCC(CCC)O2)=CC=1.[CH3:18][C:19]([OH:33])([CH2:21][CH2:22][C:23]([C:26]1[CH:31]=[CH:30][C:29]([Cl:32])=[CH:28][CH:27]=1)=[CH:24][CH3:25])[CH3:20].BrBr.N1C=CC=CC=1>ClCCl>[Cl:32][C:29]1[CH:30]=[CH:31][C:26]([C:23]2([CH:24]([Br:17])[CH3:25])[CH2:22][CH2:21][C:19]([CH3:20])([CH3:18])[O:33]2)=[CH:27][CH:28]=1. Procedure details: By the method described in Example 1 for the preparation of 2-(4-chlorophenyl)-2-bromomethyl-5-prop-1-yltetrahydrofuran, 2-methyl-5-(4-chlorophenyl)hept-5-en-2-ol (3.2 g), bromine (2.35 g), and pyridine (1.18 g) in dry dichloromethane (40 ml) gave 2-(4-chlorophenyl-2-(1-bromoethyl)-5,5-dimethyltetrahydrofuran (4.4 g, 94%), a mixture of diastereomers, as an orange oil. Starting materials: C(=O)(O)C=1C=C2CC(NC2=CC1)=O (5-Carboxyoxindol), C(C)OP(=O)(OCC)Cl (diethylchlorophosphate), C(C1=CC=CC=C1)N1CCNCC1 (benzylpiperazine), CN(C)C (trimethylamine). Run in O1CCCC1 (THF), O1CCCC1 (THF), O1CCCC1 (tetrahydrofuran). Yields the product C(C1=CC=CC=C1)N1CCN(CC1)C(=O)C=1C=C2CC(NC2=CC1)=O (5-(4-benzyl-1-piperazinylcarbonyl)oxindol). The yield is 57.4%. As a reaction SMILES: [C:1]([C:4]1[CH:5]=[C:6]2[C:10](=[CH:11][CH:12]=1)[NH:9][C:8](=[O:13])[CH2:7]2)([OH:3])=O.CN(C)C.C(OP(Cl)(OCC)=O)C.[CH2:27]([N:34]1[CH2:39][CH2:38][NH:37][CH2:36][CH2:35]1)[C:28]1[CH:33]=[CH:32][CH:31]=[CH:30][CH:29]=1>O1CCCC1>[CH2:27]([N:34]1[CH2:39][CH2:38][N:37]([C:1]([C:4]2[CH:5]=[C:6]3[C:10](=[CH:11][CH:12]=2)[NH:9][C:8](=[O:13])[CH2:7]3)=[O:3])[CH2:36][CH2:35]1)[C:28]1[CH:29]=[CH:30][CH:31]=[CH:32][CH:33]=1. Reported procedure: 5-Carboxyoxindol (0.93 g) and 0.8 ml of trimethylamine were suspended in 10 ml of tetrahydrofuran (THF), and a solution of 1.0 g of diethylchlorophosphate in 10 ml of THF was added dropwise thereto at room temperature with stirring. The mixture was stirred for 3 hours at room temperature. To the mixture was added dropwise a solution of 1.1 g of benzylpiperazine in 10 ml of THF and was further stirred for 10 hours at room temperature. After completion of reaction, crystals which precipitated were...